From a dataset of the Open Reaction Database (ORD), a public repository of structured organic reaction records. describe an organic reaction: reactants, conditions, products, and yield Reactants: O=C([O-])O, C1COCCO1, O=S(=O)(c1ccc(C(CC2CCC3(C2)OC(c2ccccc2)C(c2ccccc2)O3)c2ccc(-c3nccs3)[nH]2)cc1)C1CC1, [Na+], O=S(=O)(O)O. Yields the product O=C1CCC(CC(c2ccc(S(=O)(=O)C3CC3)cc2)c2ccc(-c3nccs3)[nH]2)C1. Reaction SMILES: [C:51](=[O:52])([O-:53])[OH:54].[CH2:56]1[O:57][CH2:58][CH2:59][O:60][CH2:61]1.[CH:1]1([S:4](=[O:5])(=[O:6])[c:7]2[cH:8][cH:9][c:10]([CH:13]([CH2:14][CH:15]3[CH2:16][C:17]4([O:18][CH:27]([c:28]5[cH:29][cH:30][cH:31][cH:32][cH:33]5)[CH:20]([c:21]5[cH:22][cH:23][cH:24][cH:25][cH:26]5)[O:19]4)[CH2:34][CH2:35]3)[c:36]3[cH:37][cH:38][c:39](-[c:41]4[s:42][cH:43][cH:44][n:45]4)[nH:40]3)[cH:11][cH:12]2)[CH2:2][CH2:3]1.[Na+:55].[S:46](=[O:47])(=[O:48])([OH:49])[OH:50]>>[CH:1]1([S:4](=[O:5])(=[O:6])[c:7]2[cH:8][cH:9][c:10]([CH:13]([CH2:14][CH:15]3[CH2:16][C:17](=[O:18])[CH2:34][CH2:35]3)[c:36]3[cH:37][cH:38][c:39](-[c:41]4[s:42][cH:43][cH:44][n:45]4)[nH:40]3)[cH:11][cH:12]2)[CH2:2][CH2:3]1. Starting materials: C1(=CC=CC=C1)[C@H](C(=O)O[C@H]1CN2CCC1CC2)NC2=CC=CC=C2 ((R)—((R)-quinuclidin-3-yl) 2-phenyl-2-(phenylamino)acetate), ClCC1=NOC(=N1)C1=CC=CC=C1 (3-(chloromethyl)-5-phenyl-1,2,4-oxadiazole). Run in CCOC(=O)C (EtOAc), C(C)#N (acetonitrile). Reaction conditions: time 24 hour. Product: [Cl-].C1(=CC=CC=C1)C1=NC(=NO1)C[N+]12C[C@@H](C(CC1)CC2)OC([C@H](NC2=CC=CC=C2)C2=CC=CC=C2)=O ((R)-1-((5-phenyl-1,2,4-oxadiazol-3-yl)methyl)-3-((R)-2-phenyl-2-(phenylamino)acetoxy)-1-azoniabicyclo[2.2.2]octane chloride). The yield is 61.5%. As a reaction SMILES: [C:1]1([C@@H:7]([NH:19][C:20]2[CH:25]=[CH:24][CH:23]=[CH:22][CH:21]=2)[C:8]([O:10][C@@H:11]2[CH:16]3[CH2:17][CH2:18][N:13]([CH2:14][CH2:15]3)[CH2:12]2)=[O:9])[CH:6]=[CH:5][CH:4]=[CH:3][CH:2]=1.[Cl:26][CH2:27][C:28]1[N:32]=[C:31]([C:33]2[CH:38]=[CH:37][CH:36]=[CH:35][CH:34]=2)[O:30][N:29]=1>CCOC(C)=O.C(#N)C>[Cl-:26].[C:33]1([C:31]2[O:30][N:29]=[C:28]([CH2:27][N+:13]34[CH2:14][CH2:15][CH:16]([CH2:17][CH2:18]3)[C@@H:11]([O:10][C:8](=[O:9])[C@@H:7]([C:1]3[CH:2]=[CH:3][CH:4]=[CH:5][CH:6]=3)[NH:19][C:20]3[CH:25]=[CH:24][CH:23]=[CH:22][CH:21]=3)[CH2:12]4)[N:32]=2)[CH:34]=[CH:35][CH:36]=[CH:37][CH:38]=1 |f:4.5|. Procedure details: To a solution of (R)—((R)-quinuclidin-3-yl) 2-phenyl-2-(phenylamino)acetate (diastereomer 1 of I2) (100 mg, 0.30 mmol) in EtOAc (2 ml) and acetonitrile (0.99 ml) was added 3-(chloromethyl)-5-phenyl-1,2,4-oxadiazole (I45) (69.4 mg, 0.36 mmol). The pale yellow solution was stirred at room temperature for 24 hours. The suspension was filtered on a buckner funnel washing with EtOAc (5 ml). The white solid was recovered from the filter to obtain the title compound (98 mg, 62.1% yield). Starting materials: BrC1=C(C=C(C=C1)C(C)(C)C)[N+](=O)[O-] (1-bromo-4-tert-butyl-2-nitrobenzene), ice water, C([O-])([O-])=O.[Na+].[Na+] (sodium carbonate), [O-]S(=O)(=S)[O-].[Na+].[Na+] (sodium hyposulfite), Cl (hydrochloric acid). Solvent: COCCO (2-methoxyethan-1-ol), O (Water), O (water). Run at temperature 130 celsius, time 8 hour. Yields the product BrC1=C(C=C(C=C1)C(C)(C)C)N (2-bromo-5-tert-butylbenzenamine). As a reaction SMILES: [Br:1][C:2]1[CH:7]=[CH:6][C:5]([C:8]([CH3:11])([CH3:10])[CH3:9])=[CH:4][C:3]=1[N+:12]([O-])=O.[O-]S([O-])(=S)=O.[Na+].[Na+].Cl.C(=O)([O-])[O-].[Na+].[Na+]>O.COCCO>[Br:1][C:2]1[CH:7]=[CH:6][C:5]([C:8]([CH3:10])([CH3:9])[CH3:11])=[CH:4][C:3]=1[NH2:12] |f:1.2.3,5.6.7|. Reported procedure: Into a 100-mL round-bottom flask purged and maintained with an inert atmosphere of nitrogen, was placed 1-bromo-4-tert-butyl-2-nitrobenzene (2.1 g, 8.14 mmol, 1.00 equiv), sodium hyposulfite (6.6 g, 37.91 mmol, 3.50 equiv) and a solution of 2-methoxyethan-1-ol (12 mL) in water (12 mL). The resulting solution was stirred overnight at 130° C. Water (11 ml) and concentrated hydrochloric acid (11 ml) were added to the warm solution. After heated under reflux for 30 min, the reaction mixture was pour... The reactants are ice water, BrC1(C(C2=CC=C(C=C2CC1)OC)=O)C(=O)OC (1,2,3,4-tetrahydro-2-bromo-6-methoxy-1-oxo-2-naphthalenecarboxylic acid, methyl ester), N12CCCCCC2=NCCC1 (1,8-diazabicyclo[5.4.0]undec-7-ene). Run in O1CCCC1 (tetrahydrofuran), O1CCCC1 (tetrahydrofuran). Reaction conditions: time 16 hour. Product: OC1=C(C=CC2=CC(=CC=C12)OC)C(=O)OC (1-Hydroxy-6-methoxy-2-naphthalenecarboxylic acid, methyl ester). Isolated yield 66.5%. As a reaction SMILES: Br[C:2]1([C:15]([O:17][CH3:18])=[O:16])[CH2:11][CH2:10][C:9]2[C:4](=[CH:5][CH:6]=[C:7]([O:12][CH3:13])[CH:8]=2)[C:3]1=[O:14].N12CCCN=C1CCCCC2>O1CCCC1>[OH:14][C:3]1[C:4]2[C:9](=[CH:8][C:7]([O:12][CH3:13])=[CH:6][CH:5]=2)[CH:10]=[CH:11][C:2]=1[C:15]([O:17][CH3:18])=[O:16]. Procedure details: A solution of 10.2 g (0.033 mole) of 1,2,3,4-tetrahydro-2-bromo-6-methoxy-1-oxo-2-naphthalenecarboxylic acid, methyl ester in 100 ml of tetrahydrofuran under a nitrogen atmosphere was treated over 15 minutes with a solution of 10.0 ml (10.2 g; 0.067 mole) of 1,8-diazabicyclo[5.4.0]undec-7-ene in 20 ml of tetrahydrofuran. The mixture was stirred at room temperature for 16 hours, then added to 450 g of ice/water. Acidification with 6.0N hydrochloric acid precipitated the crude naphthalene ester pr... Starting materials: CCO, CCOC(C)=O, CCCn1c(=O)c2c(nc(-c3cnn(CC4=NOC(Cc5ccc(F)cc5)C4)c3)n2COCC[Si](C)(C)C)n(CCC)c1=O. The product is CCCn1c(=O)c2[nH]c(-c3cnn(CC4=NOC(Cc5ccc(F)cc5)C4)c3)nc2n(CCC)c1=O. RXN SMILES: [CH3:45][CH2:46][OH:47].[CH3:48][CH2:49][O:50][C:51](=[O:52])[CH3:53].[F:1][c:2]1[cH:3][cH:4][c:5]([CH2:6][CH:7]2[CH2:8][C:9]([CH2:12][n:13]3[n:14][cH:15][c:16](-[c:18]4[n:19][c:20]5[n:21]([CH2:40][CH2:41][CH3:42])[c:22](=[O:39])[n:23]([CH2:36][CH2:37][CH3:38])[c:24](=[O:35])[c:25]5[n:26]4[CH2:27][O:28][CH2:29][CH2:30][Si:31]([CH3:32])([CH3:33])[CH3:34])[cH:17]3)=[N:10][O:11]2)[cH:43][cH:44]1>>[F:1][c:2]1[cH:3][cH:4][c:5]([CH2:6][CH:7]2[CH2:8][C:9]([CH2:12][n:13]3[n:14][cH:15][c:16](-[c:18]4[n:19][c:20]5[n:21]([CH2:40][CH2:41][CH3:42])[c:22](=[O:39])[n:23]([CH2:36][CH2:37][CH3:38])[c:24](=[O:35])[c:25]5[nH:26]4)[cH:17]3)=[N:10][O:11]2)[cH:43][cH:44]1. Starting materials: NC1=CC(=C(OC2=C3C(=NC=C2)C=C(S3)C3=CC=C(C=C3)C(=O)N3CCOCC3)C=C1)F ((4-(7-(4-amino-2-fluorophenoxy)thieno[3,2-b]pyridin-2-yl)phenyl)(morpholino)methanone), C(C1=CC=CC=C1)N1C(C(=NC=C1)C(=O)O)=O (4-benzyl-3-oxo-3,4-dihydropyrazine-2-carboxylic acid). The product is C(C1=CC=CC=C1)N1C(C(=NC=C1)C(=O)NC1=CC(=C(C=C1)OC1=C2C(=NC=C1)C=C(S2)C2=CC=C(C=C2)C(=O)N2CCOCC2)F)=O (4-benzyl-N-(3-fluoro-4-(2-(4-(morpholine-4-carbonyl)phenyl)thieno[3,2-b]pyridin-7-yloxy)phenyl)-3-oxo-3,4-dihydropyrazine-2-carboxamide). Isolated yield 45.0%. As a reaction SMILES: [NH2:1][C:2]1[CH:31]=[CH:30][C:5]([O:6][C:7]2[CH:12]=[CH:11][N:10]=[C:9]3[CH:13]=[C:14]([C:16]4[CH:21]=[CH:20][C:19]([C:22]([N:24]5[CH2:29][CH2:28][O:27][CH2:26][CH2:25]5)=[O:23])=[CH:18][CH:17]=4)[S:15][C:8]=23)=[C:4]([F:32])[CH:3]=1.[CH2:33]([N:40]1[CH:45]=[CH:44][N:43]=[C:42]([C:46](O)=[O:47])[C:41]1=[O:49])[C:34]1[CH:39]=[CH:38][CH:37]=[CH:36][CH:35]=1>>[CH2:33]([N:40]1[CH:45]=[CH:44][N:43]=[C:42]([C:46]([NH:1][C:2]2[CH:31]=[CH:30][C:5]([O:6][C:7]3[CH:12]=[CH:11][N:10]=[C:9]4[CH:13]=[C:14]([C:16]5[CH:17]=[CH:18][C:19]([C:22]([N:24]6[CH2:25][CH2:26][O:27][CH2:28][CH2:29]6)=[O:23])=[CH:20][CH:21]=5)[S:15][C:8]=34)=[C:4]([F:32])[CH:3]=2)=[O:47])[C:41]1=[O:49])[C:34]1[CH:35]=[CH:36][CH:37]=[CH:38][CH:39]=1. Procedure details: Prepared from (4-(7-(4-amino-2-fluorophenoxy)thieno[3,2-b]pyridin-2-yl)phenyl)(morpholino)methanone (Example 129, Step A) and 4-benzyl-3-oxo-3,4-dihydropyrazine-2-carboxylic acid according to the procedure of Example 89. The crude was purified by silica gel flash column chromatography (2% MeOH in CH2Cl2) to afford 12 mg (45%) of the desired product. LRMS (APCI pos) m/e 662.2 (M+1). 1H-NMR (400 MHz, CDCl3/CD3OD) δ 8.03 (dd, 1H), 7.96 (d, if H), 7.92 (d, 2H), 7.85 (s, if H), 7.77 (d, 1H), 7.56 (m,...